This data is from the Open Reaction Database (ORD), a public repository of structured organic reaction records. The task is: describe an organic reaction: reactants, conditions, products, and yield The reactants are CN(C(CN1C(C(=C(C2=NC=C(C=C12)CC1=CC=C(C=C1)F)O)C(=O)OCC)=O)=O)C (ethyl 1-[2-(dimethylamino)-2-oxoethyl]-7-[(4-fluorophenyl)methyl]-4-hydroxy-2-oxo-1,2-dihydro-1,5-naphthyridine-3-carboxylate), C(O)CN (ethanolamine). The product is CN(C(CN1C(C(=C(C2=NC=C(C=C12)CC1=CC=C(C=C1)F)O)C(=O)NCCO)=O)=O)C (1-[2-(Dimethylamino)-2-oxoethyl]-7-[(4-fluorophenyl)methyl]-4-hydroxy-N-(2-hydroxyethyl)-2-oxo-1,2-dihydro-1,5-naphthyridine-3-carboxamide). Reaction SMILES: [CH3:1][N:2]([CH3:31])[C:3](=[O:30])[CH2:4][N:5]1[C:14]2[C:9](=[N:10][CH:11]=[C:12]([CH2:15][C:16]3[CH:21]=[CH:20][C:19]([F:22])=[CH:18][CH:17]=3)[CH:13]=2)[C:8]([OH:23])=[C:7]([C:24](OCC)=[O:25])[C:6]1=[O:29].[CH2:32]([CH2:34][NH2:35])[OH:33]>>[CH3:1][N:2]([CH3:31])[C:3](=[O:30])[CH2:4][N:5]1[C:14]2[C:9](=[N:10][CH:11]=[C:12]([CH2:15][C:16]3[CH:21]=[CH:20][C:19]([F:22])=[CH:18][CH:17]=3)[CH:13]=2)[C:8]([OH:23])=[C:7]([C:24]([NH:35][CH2:34][CH2:32][OH:33])=[O:25])[C:6]1=[O:29]. Procedure: This compound was prepared from ethyl 1-[2-(dimethylamino)-2-oxoethyl]-7-[(4-fluorophenyl)methyl]-4-hydroxy-2-oxo-1,2-dihydro-1,5-naphthyridine-3-carboxylate and ethanolamine employing methods similar to those those described in Example 9 and was purified by recrystallization from DMSO and MeOH. The product was obtained as a white solid: 1H NMR (d6-DMSO) δ 10.53 (1H, br), 8.14 (1H, s), 7.26 (3H, m), 7.10 (2H, t, J=9 Hz), 4.92 (2H, s), 4.74 (1H, br t), 3.99 (2H, s), 3.45 (2H, m), 3.27 (2H, m), 3.... Starting materials: NC1=CC(=C(OC2=NC=CC=C2C2=NC(=NC=C2)NC)C=C1)C (4-(2-(4-amino-2-methylphenoxy)pyridin-3-yl)-N-methylpyrimidin-2-amine), ClCCN=C=O (1-chloro-2-isocyanatoethane). Solvent: C1CCOC1 (THF), C1CCOC1 (THF). Product: ClCCNC(=O)NC1=CC(=C(C=C1)OC1=NC=CC=C1C1=NC(=NC=C1)NC)C (1-(2-chloroethyl)-3-(3-methyl-4-(3-(2-(methylamino)pyrimidin-4-yl)pyridin-2-yloxy)phenyl)urea). RXN SMILES: [NH2:1][C:2]1[CH:22]=[CH:21][C:5]([O:6][C:7]2[C:12]([C:13]3[CH:18]=[CH:17][N:16]=[C:15]([NH:19][CH3:20])[N:14]=3)=[CH:11][CH:10]=[CH:9][N:8]=2)=[C:4]([CH3:23])[CH:3]=1.[Cl:24][CH2:25][CH2:26][N:27]=[C:28]=[O:29]>C1COCC1>[Cl:24][CH2:25][CH2:26][NH:27][C:28]([NH:1][C:2]1[CH:22]=[CH:21][C:5]([O:6][C:7]2[C:12]([C:13]3[CH:18]=[CH:17][N:16]=[C:15]([NH:19][CH3:20])[N:14]=3)=[CH:11][CH:10]=[CH:9][N:8]=2)=[C:4]([CH3:23])[CH:3]=1)=[O:29]. Reported procedure: To a slurry of 4-(2-(4-amino-2-methylphenoxy)pyridin-3-yl)-N-methylpyrimidin-2-amine (0.500 g, 1.63 mmol) in THF (3.3 mL) under nitrogen was added 1-chloro-2-isocyanatoethane (0.157 mL, 1.79 mmol). The reaction became clear and brown, and then a precipitate formed. Additional THF (4 mL) was added to promote stirring, and the reaction was allowed to stir for 16 h. The mixture was filtered, the solid was rinsed with diethyl ether, and dried in vacuo to give 1-(2-chloroethyl)-3-(3-methyl-4-(3-(2-(m...